This data is from the Open Reaction Database (ORD), a public repository of structured organic reaction records. The task is: describe an organic reaction: reactants, conditions, products, and yield Reactants: C1=2C(=O)OC(NC1=CC=CC2)=O (isatoic anhydride), CN (methylamine). Run in tetrahydrofurane(THF). Yields the product CN1C(NC2=CC=CC=C2C1=O)=O (1,2,3,4-tetrahydro-3-methyl-2,4-dioxo-quinazoline). As a reaction SMILES: [C:1]12[C:7](=[CH:8][CH:9]=[CH:10][CH:11]=1)[NH:6][C:5](=O)[O:4][C:2]2=[O:3].[CH3:13][NH2:14]>>[CH3:13][N:14]1[C:2](=[O:3])[C:1]2[C:7](=[CH:8][CH:9]=[CH:10][CH:11]=2)[NH:6][C:5]1=[O:4]. Procedure details: 6 g isatoic anhydride was stirred in 100 ml dry tetrahydrofurane(THF) and methylamine was passed through the mixture for 5 min. The resulting solution was evaporated and the residue was again dissolved in THF (100 ml) and charged with 15 ml 30% phosgene solution in toluene. The mixture was heated to reflux and additional 15 ml phosgene solution was added. After 4 hours reflux the mixture was cooled and evaporated to dryness. The residue was treated with water and the crystals were collected by f... The reactants are O=C([O-])[O-], CO, CCN(CC)C(=O)c1oc2nc(-c3ccccc3Cl)c(-c3ccc(Cl)cc3)cc2c1NC(=O)C(F)(F)F, [K+], [K+], O. The product is CCN(CC)C(=O)c1oc2nc(-c3ccccc3Cl)c(-c3ccc(Cl)cc3)cc2c1N. RXN SMILES: [C:38](=[O:39])([O-:40])[O-:41].[CH3:45][OH:46].[Cl:1][c:2]1[c:3](-[c:8]2[c:9](-[c:31]3[cH:32][cH:33][c:34]([Cl:37])[cH:35][cH:36]3)[cH:10][c:11]3[c:12]([n:13]2)[o:14][c:15]([C:24](=[O:25])[N:26]([CH2:27][CH3:28])[CH2:29][CH3:30])[c:16]3[NH:17][C:18](=[O:19])[C:20]([F:21])([F:22])[F:23])[cH:4][cH:5][cH:6][cH:7]1.[K+:42].[K+:43].[OH2:44]>>[Cl:1][c:2]1[c:3](-[c:8]2[c:9](-[c:31]3[cH:32][cH:33][c:34]([Cl:37])[cH:35][cH:36]3)[cH:10][c:11]3[c:12]([n:13]2)[o:14][c:15]([C:24](=[O:25])[N:26]([CH2:27][CH3:28])[CH2:29][CH3:30])[c:16]3[NH2:17])[cH:4][cH:5][cH:6][cH:7]1. Reactants: BrC1=CC2=C(N(C(=N2)C2=CC=C(C=C2)C(C)C)CCOC)C(=C1)OC (5-Bromo-2-(4-isopropyl-phenyl)-7-methoxy-1-(2-methoxy-ethyl)-1H-benzoimidazole), CN(C)C=O (DMF). The reagents and catalysts are [C-]#N.[Zn+2].[C-]#N (zinc cyanide), [Pd].C1(=CC=CC=C1)P(C1=CC=CC=C1)C1=CC=CC=C1.C1(=CC=CC=C1)P(C1=CC=CC=C1)C1=CC=CC=C1.C1(=CC=CC=C1)P(C1=CC=CC=C1)C1=CC=CC=C1.C1(=CC=CC=C1)P(C1=CC=CC=C1)C1=CC=CC=C1 (tetrakis(triphenylphosphine) palladium). Conditions: temperature 180 celsius. Yields the product C(C)(C)C1=CC=C(C=C1)C1=NC2=C(N1CCOC)C(=CC(=C2)C#N)OC (2-(4-Isopropyl-phenyl)-7-methoxy-1-(2-methoxy-ethyl)-1H-benzoimidazole-5-carbonitrile). Reaction SMILES: Br[C:2]1[CH:23]=[C:22]([O:24][CH3:25])[C:5]2[N:6]([CH2:18][CH2:19][O:20][CH3:21])[C:7]([C:9]3[CH:14]=[CH:13][C:12]([CH:15]([CH3:17])[CH3:16])=[CH:11][CH:10]=3)=[N:8][C:4]=2[CH:3]=1.[CH3:26][N:27](C=O)C>[C-]#N.[Zn+2].[C-]#N.[Pd].C1(P(C2C=CC=CC=2)C2C=CC=CC=2)C=CC=CC=1.C1(P(C2C=CC=CC=2)C2C=CC=CC=2)C=CC=CC=1.C1(P(C2C=CC=CC=2)C2C=CC=CC=2)C=CC=CC=1.C1(P(C2C=CC=CC=2)C2C=CC=CC=2)C=CC=CC=1>[CH:15]([C:12]1[CH:11]=[CH:10][C:9]([C:7]2[N:6]([CH2:18][CH2:19][O:20][CH3:21])[C:5]3[C:22]([O:24][CH3:25])=[CH:23][C:2]([C:26]#[N:27])=[CH:3][C:4]=3[N:8]=2)=[CH:14][CH:13]=1)([CH3:17])[CH3:16] |f:2.3.4,5.6.7.8.9|. Procedure details: A mixture of 430 mg (1.07 mmol) 5-bromo-2-(4-isopropyl-phenyl)-7-methoxy-1-(2-methoxy-ethyl)-1H-benzoimidazole (example 22), 125 mg (1.07 mmol) zinc cyanide and 20 mg tetrakis(triphenylphosphine) palladium in 5 ml DMF is heated in a microwave oven for 75 min (180° C.). After that the reaction mixture is poured on water and extracted (3×) with ethyl acetate. The combined organic layers are washed with water (3×) and brine, dried over MgSO4, filtered and concentrated in vacuo. The residue is purif... Starting materials: O=C([O-])[O-], CCOC(C)=O, [Cs+], [Cs+], Cc1nc(I)c[nH]1, CN(C)C=O, O, Cc1ccc(S(=O)(=O)OCC(F)(F)F)cc1. The product is Cc1nc(I)cn1CC(F)(F)F. Reaction SMILES: [C:24](=[O:25])([O-:26])[O-:27].[CH3:35][CH2:36][O:37][C:38](=[O:39])[CH3:40].[Cs+:28].[Cs+:29].[I:1][c:2]1[n:3][c:4]([CH3:7])[nH:5][cH:6]1.[O:30]=[CH:31][N:32]([CH3:33])[CH3:34].[OH2:41].[c:8]1([CH3:9])[cH:10][cH:11][c:12]([S:13]([O:14][CH2:18][C:19]([F:20])([F:21])[F:22])(=[O:15])=[O:16])[cH:17][cH:23]1>>[I:1][c:2]1[n:3][c:4]([CH3:7])[n:5]([CH2:18][C:19]([F:20])([F:21])[F:22])[cH:6]1. Starting materials: C(C)(C)(C)OC(NC1(COC(OC1)(C)C)CCC1=CC(=C(C=C1)OCCCC1=CC2=CC=CC=C2C=C1)C(F)(F)F)=O ([2,2-dimethyl-5-(2-{4-[3-(2-naphthyl)propoxy]-3-trifluoromethylphenyl}ethyl)-1,3-dioxan-5-yl]carbamic acid t-butyl ester), Cl (hydrochloric acid). Solvent: C(C)O (ethanol). Run at temperature 80 celsius, time 1.5 hour. Product: Cl.NC(CO)(CO)CCC1=CC(=C(C=C1)OCCCC1=CC2=CC=CC=C2C=C1)C(F)(F)F (2-amino-2-(2-{4-[3-(2-naphthyl)propoxy]-3-trifluoromethylphenyl}ethyl)propane-1,3-diol hydrochloride). RXN SMILES: C(OC(=O)[NH:7][C:8]1([CH2:16][CH2:17][C:18]2[CH:23]=[CH:22][C:21]([O:24][CH2:25][CH2:26][CH2:27][C:28]3[CH:37]=[CH:36][C:35]4[C:30](=[CH:31][CH:32]=[CH:33][CH:34]=4)[CH:29]=3)=[C:20]([C:38]([F:41])([F:40])[F:39])[CH:19]=2)[CH2:13][O:12]C(C)(C)[O:10][CH2:9]1)(C)(C)C.[ClH:43]>C(O)C>[ClH:43].[NH2:7][C:8]([CH2:16][CH2:17][C:18]1[CH:23]=[CH:22][C:21]([O:24][CH2:25][CH2:26][CH2:27][C:28]2[CH:37]=[CH:36][C:35]3[C:30](=[CH:31][CH:32]=[CH:33][CH:34]=3)[CH:29]=2)=[C:20]([C:38]([F:39])([F:40])[F:41])[CH:19]=1)([CH2:9][OH:10])[CH2:13][OH:12] |f:3.4|. Procedure: Compound 59-3 (500 mg) was dissolved in ethanol (15 ml), concentrated hydrochloric acid (1.5 ml) was added, and the mixture was stirred at 80° C. for 1.5 hr. The reaction mixture was concentrated, and the residue was washed with diethyl ether to give the object product (400 mg) as a white powder.